Dataset: the Open Reaction Database (ORD), a public repository of structured organic reaction records. Task: describe an organic reaction: reactants, conditions, products, and yield The reactants are C=CC1=CC=CC=C1 (styrene), C[N+](=C)[O-] (N-methylnitrone). The product is CN1OC(CC1)C1=CC=CC=C1 (2-methyl-5-phenylisoxazolidine). RXN SMILES: [CH2:1]=[CH:2][C:3]1[CH:8]=[CH:7][CH:6]=[CH:5][CH:4]=1.[CH3:9][N+:10]([O-:12])=[CH2:11]>>[CH3:9][N:10]1[CH2:11][CH2:1][CH:2]([C:3]2[CH:8]=[CH:7][CH:6]=[CH:5][CH:4]=2)[O:12]1. Reported procedure: A mixture of styrene (37.0 g, 356 mmol) and the N-methylnitrone solution from Example 5 is heated at 85° C. for 4 hours. After cooling, the phases are separated and the aqueous phase is extracted with chloroform (2×50 g). The combined chloroform extracts are combined with the initial organic phase, and the resultant mixture is washed with water (50 g). The organic phase is dried K2CO3) and stripped of chloroform and excess styrene to give 2-methyl-5-phenylisoxazolidine (16 g). Starting materials: C1(=CC=CC=C1)C(C(=O)OCCN1CCN(CC1)C(C1=CC(=C(C(=C1)OC)OC)OC)=O)CC (N-[2-(2-phenyl-2-ethylacetoxy)ethyl]-N'-(3,4,5-trimethoxybenzoyl)piperazine), N1=CC=CC=C1 (pyridine), C(Cl)(Cl)Cl (chloroform), C1(=CC=CC=C1)C(C(=O)Cl)CC (2-phenyl-2-ethylacetyl chloride). Product: Cl.C1(=CC=CC=C1)C(C(=O)OCCN1CCN(CC1)C(C1=CC(=C(C(=C1)OC)OC)OC)=O)CC (N-[2-(2-Phenyl-2-ethylacetoxy)ethyl]-N'-(3,4,5-trimethoxybenzoyl)piperazine hydrochloride). Reaction SMILES: [C:1]1([CH:7]([CH2:33][CH3:34])[C:8]([O:10][CH2:11][CH2:12][N:13]2[CH2:18][CH2:17][N:16]([C:19](=[O:32])[C:20]3[CH:25]=[C:24]([O:26][CH3:27])[C:23]([O:28][CH3:29])=[C:22]([O:30][CH3:31])[CH:21]=3)[CH2:15][CH2:14]2)=[O:9])[CH:6]=[CH:5][CH:4]=[CH:3][CH:2]=1.N1C=CC=CC=1.C(Cl)(Cl)[Cl:42].C1(C(CC)C(Cl)=O)C=CC=CC=1>>[ClH:42].[C:1]1([CH:7]([CH2:33][CH3:34])[C:8]([O:10][CH2:11][CH2:12][N:13]2[CH2:14][CH2:15][N:16]([C:19](=[O:32])[C:20]3[CH:21]=[C:22]([O:30][CH3:31])[C:23]([O:28][CH3:29])=[C:24]([O:26][CH3:27])[CH:25]=3)[CH2:17][CH2:18]2)=[O:9])[CH:6]=[CH:5][CH:4]=[CH:3][CH:2]=1 |f:4.5|. Procedure: To a solution of 16.2 g (0.05 mole) of N-[2-(2-phenyl-2-ethylacetoxy)ethyl]-N'-(3,4,5-trimethoxybenzoyl)piperazine and 4.75 g (0.06 mole) of pyridine in 50 ml of anhydrous chloroform 10.0 g (0.055 mole) of 2-phenyl-2-ethylacetyl chloride were added dropwise. The reaction mixture, treated as described in Example 1 yield the title product. M.p. 207° C. (ethanol). Starting materials: [H-].[Li+] (LiH), ClCCCI (1-chloro-3-iodo-propane), ClC1=CC=C2C(=C1)NC(C21C(NC(CC1C1=CC(=CC=C1)Cl)=O)C(=CC)CC)=O.COC(C)[Si](C)(C)C (racemic (2′R,3R,4′S)-6-chloro-4′-(3-chloro-phenyl)-2′-(1-ethyl-propenyl)-2,3-dihydro-2,6′-dioxospiro[indole-3,3′-piperidine] 1-methoxyethyl trimethylsilane). The solvent is CN(C=O)C (N,N-dimethyl-formamide). The product is ClC1=CC=C2C(=C1)NC(C21C(N(C(CC1C1=CC(=CC=C1)Cl)=O)CCCCl)C(=CC)CC)=O.COC(C)[Si](C)(C)C (racemic (2′R,3R,4′S)-6-chloro-4′-(3-chloro-phenyl)-1′-(3-chloro-propyl)-2′-(1-ethyl-propenyl)-2,3-dihydro-2,6′-dioxospiro[indole-3,3′-piperidine] 1-methoxyethyl trimethylsilane). As a reaction SMILES: [Cl:1][C:2]1[CH:7]=[C:6]2[NH:8][C:9](=[O:29])[C:10]3([CH:15]([C:16]4[CH:21]=[CH:20][CH:19]=[C:18]([Cl:22])[CH:17]=4)[CH2:14][C:13](=[O:23])[NH:12][CH:11]3[C:24]([CH2:27][CH3:28])=[CH:25][CH3:26])[C:5]2=[CH:4][CH:3]=1.[CH3:30][O:31][CH:32]([Si:34]([CH3:37])([CH3:36])[CH3:35])[CH3:33].[H-].[Li+].[Cl:40][CH2:41][CH2:42][CH2:43]I>CN(C)C=O>[Cl:1][C:2]1[CH:7]=[C:6]2[NH:8][C:9](=[O:29])[C:10]3([CH:15]([C:16]4[CH:21]=[CH:20][CH:19]=[C:18]([Cl:22])[CH:17]=4)[CH2:14][C:13](=[O:23])[N:12]([CH2:43][CH2:42][CH2:41][Cl:40])[CH:11]3[C:24]([CH2:27][CH3:28])=[CH:25][CH3:26])[C:5]2=[CH:4][CH:3]=1.[CH3:30][O:31][CH:32]([Si:34]([CH3:37])([CH3:36])[CH3:35])[CH3:33] |f:0.1,2.3,6.7|. Procedure: In a manner similar to the method described in example 24c, racemic (2′R,3R,4′S)-6-chloro-4′-(3-chloro-phenyl)-2′-(1-ethyl-propenyl)-2,3-dihydro-2,6′-dioxospiro[indole-3,3′-piperidine]-1-methoxyethyl trimethylsilane (2.4 g, 4.3 mmol) prepared in example 81a was reacted with LiH (1 g, 125 mmol) and 1-chloro-3-iodo-propane (8 g, 39 mmol) in N,N-dimethyl-formamide (40 mL) to give racemic (2′R,3R,4′S)-6-chloro-4′-(3-chloro-phenyl)-1′-(3-chloro-propyl)-2′-(1-ethyl-propenyl)-2,3-dihydro-2,6′-dioxospir... The reactants are CC(=O)Cl, CC(C)=O, CCC(=NOCc1ccc(Cl)cc1)c1cc(Cl)ccc1NS(=O)(=O)C(F)(F)F, [K+], [K+], O=C([O-])[O-]. The product is CCC(=NOCc1ccc(Cl)cc1)c1cc(Cl)ccc1N(C(C)=O)S(=O)(=O)C(F)(F)F. RXN SMILES: [CH3:35][C:36]([Cl:37])=[O:38].[CH3:39][C:40](=[O:41])[CH3:42].[Cl:1][c:2]1[cH:3][c:4]([C:16]([CH2:17][CH3:18])=[N:19][O:20][CH2:21][c:22]2[cH:23][cH:24][c:25]([Cl:28])[cH:26][cH:27]2)[c:5]([NH:8][S:9](=[O:10])(=[O:11])[C:12]([F:13])([F:14])[F:15])[cH:6][cH:7]1.[K+:29].[K+:30].[O-:31][C:32]([O-:33])=[O:34]>>[Cl:1][c:2]1[cH:3][c:4]([C:16]([CH2:17][CH3:18])=[N:19][O:20][CH2:21][c:22]2[cH:23][cH:24][c:25]([Cl:28])[cH:26][cH:27]2)[c:5]([N:8]([S:9](=[O:10])(=[O:11])[C:12]([F:13])([F:14])[F:15])[C:36]([CH3:35])=[O:38])[cH:6][cH:7]1.